This data is from the Open Reaction Database (ORD), a public repository of structured organic reaction records. The task is: describe an organic reaction: reactants, conditions, products, and yield Starting materials: C(CCC)(=O)NNC(=O)C1=NN(C(=C1C)C1=CC=C(C=C1)Cl)C1=C(C=C(C=C1)Cl)Cl (N-butanoyl-N′-[5-(4-Chlorophenyl)-1-(2,4-dichlorophenyl)-4-methyl-1H-pyrazole-3-carbonyl]-hydrazine), CC[N+](CC)(CC)S(=O)(=O)N=C([O-])OC (Burgess reagent). Run in C1CCOC1 (THF). Product: ClC1=CC=C(C=C1)C1=C(C(=NN1C1=C(C=C(C=C1)Cl)Cl)C=1OC(=NN1)CCC)C (2-(5-(4-chlorophenyl)-1-(2,4-dichlorophenyl)-4-methyl-1H-pyrazol-3-yl)-5-propyl-1,3,4-oxadiazole). Yield: 61.3%. Reaction SMILES: [C:1]([NH:6][NH:7][C:8]([C:10]1[C:14]([CH3:15])=[C:13]([C:16]2[CH:21]=[CH:20][C:19]([Cl:22])=[CH:18][CH:17]=2)[N:12]([C:23]2[CH:28]=[CH:27][C:26]([Cl:29])=[CH:25][C:24]=2[Cl:30])[N:11]=1)=O)(=[O:5])[CH2:2][CH2:3][CH3:4].CC[N+](S(N=C(OC)[O-])(=O)=O)(CC)CC>C1COCC1>[Cl:22][C:19]1[CH:20]=[CH:21][C:16]([C:13]2[N:12]([C:23]3[CH:28]=[CH:27][C:26]([Cl:29])=[CH:25][C:24]=3[Cl:30])[N:11]=[C:10]([C:8]3[O:5][C:1]([CH2:2][CH2:3][CH3:4])=[N:6][N:7]=3)[C:14]=2[CH3:15])=[CH:17][CH:18]=1. Procedure details: N-butanoyl-N′-[5-(4-Chlorophenyl)-1-(2,4-dichlorophenyl)-4-methyl-1H-pyrazole-3-carbonyl]-hydrazine (0.35 g, 0.75 mmol) obtained in Step 1 was added to a microwave reactor containing Burgess reagent (0.45 g, 1.88 mmol) in THF (2 mL). The capped reactor was placed in a microwave reactor and the mixture was irradiated at 140° C. for 15 min. The reaction product was purified by preparative HPLC to provide the title compound (0.21 g, 0.46 mmol, 61%) as yellow solid. The reactants are S(=O)([O-])[O-].[Na+].[Na+] (sodium sulfite), BrBr (bromine), C(C)(=O)[O-].[K+] (potassium acetate), BrBr (bromine), C(C)(=O)[O-].[K+] (potassium acetate), C(#N)C=1C=C(C=C(C1)F)C=1N=C(SC1)C(=O)OCC (Ethyl 4-(3-cyano-5-fluorophenyl)-1,3-thiazole-2-carboxylate). Solvent: C(C)(=O)O (acetic acid). Conditions: temperature 100 celsius, time 12 hour. Yields the product BrC1=C(N=C(S1)C(=O)OCC)C1=CC(=CC(=C1)F)C#N (Ethyl 5-bromo-4-(3-cyano-5-fluorophenyl)-1,3-thiazole-2-carboxylate). Reaction SMILES: [Br:1]Br.C([O-])(=O)C.[K+].[C:8]([C:10]1[CH:11]=[C:12]([C:17]2[N:18]=[C:19]([C:22]([O:24][CH2:25][CH3:26])=[O:23])[S:20][CH:21]=2)[CH:13]=[C:14]([F:16])[CH:15]=1)#[N:9].S([O-])([O-])=O.[Na+].[Na+]>C(O)(=O)C>[Br:1][C:21]1[S:20][C:19]([C:22]([O:24][CH2:25][CH3:26])=[O:23])=[N:18][C:17]=1[C:12]1[CH:13]=[C:14]([F:16])[CH:15]=[C:10]([C:8]#[N:9])[CH:11]=1 |f:1.2,4.5.6|. Procedure details: At room temperature, 12.8 g (79.8 mmol) of bromine and 7.83 g (79.8 mmol) of potassium acetate are added to 2.21 g (7.98 mmol) of the compound from Example 24A in 75 ml of conc. acetic acid. The mixture is stirred at 100° C. for 12 h, whereby after 6 and 9 h the same amounts of bromine (in each case 12.8 g, 79.8 mmol) and potassium acetate (in each case 7.83 g, 79.8 mmol) are again added. A 1M aqueous sodium sulfite solution is subsequently added, and the reaction solution is extracted with dich... Starting materials: CS(=O)[O-].[Na+] (sodium methanesulfinate), [NH4+].[Cl-] (NH4Cl), N1[C@H](C(=O)O)CCC1 (L-proline), [OH-].[Na+] (sodium hydroxide), BrC=1C=C(C(=O)N(C)C=2C=NC=CC2C2=C(C=C(C=C2)F)OC)C=C(C1)OC(F)(F)F (3-bromo-N-[4-(4-fluoro-2-methoxy-phenyl)-pyridin-3-yl]-N-methyl-5-trifluoromethoxy-benzamide). Reagents/catalysts: [Cu]I (copper(I)iodide). The solvent is CCOC(=O)C (EtOAc), CS(=O)C (DMSO). Reaction conditions: time 30 minute. Yields the product FC1=CC(=C(C=C1)C1=C(C=NC=C1)N(C(C1=CC(=CC(=C1)OC(F)(F)F)S(=O)(=O)C)=O)C)OC (N-[4-(4-Fluoro-2-methoxy-phenyl)-pyridin-3-yl]-3-methanesulfonyl-N-methyl-5-trifluoromethoxy-benzamide). Reaction SMILES: N1CCC[C@H]1C(O)=O.[OH-].[Na+].Br[C:12]1[CH:13]=[C:14]([CH:34]=[C:35]([O:37][C:38]([F:41])([F:40])[F:39])[CH:36]=1)[C:15]([N:17]([C:19]1[CH:20]=[N:21][CH:22]=[CH:23][C:24]=1[C:25]1[CH:30]=[CH:29][C:28]([F:31])=[CH:27][C:26]=1[O:32][CH3:33])[CH3:18])=[O:16].[CH3:42][S:43]([O-:45])=[O:44].[Na+].[NH4+].[Cl-]>CS(C)=O.[Cu]I.CCOC(C)=O>[F:31][C:28]1[CH:29]=[CH:30][C:25]([C:24]2[CH:23]=[CH:22][N:21]=[CH:20][C:19]=2[N:17]([CH3:18])[C:15](=[O:16])[C:14]2[CH:34]=[C:35]([O:37][C:38]([F:41])([F:40])[F:39])[CH:36]=[C:12]([S:43]([CH3:42])(=[O:45])=[O:44])[CH:13]=2)=[C:26]([O:32][CH3:33])[CH:27]=1 |f:1.2,4.5,6.7|. Reported procedure: To a solution of L-proline (18.4 mg, 160 μmol) in DMSO (2 mL) was added sodium hydroxide (6.41 mg, 160 μmol) and the turbid mixture was stirred at room temperature for 30 minutes. This mixture was added to 3-bromo-N-[4-(4-fluoro-2-methoxy-phenyl)-pyridin-3-yl]-N-methyl-5-trifluoromethoxy-benzamide (0.1 g, 200 μmol) and the resulting suspension was treated with copper(I)iodide (30.5 mg, 160 μmol) and sodium methanesulfinate (164 mg, 1.6 mmol). The reaction mixture was heated to 120° C. for 19 hou... The reactants are BrC1=CC(=C(C=C1)C(=O)N1CCN(CC1)C1=NC=C(C=C1C)CC)N1S(CCC1)(=O)=O ([4-bromo-2-(1,1-dioxoisothiazolidin-2-yl)phenyl][4-(5-ethyl-3-methylpyridin-2-yl)piperazin-1-yl]methanone), C[C@H]1CNC(O1)=O ((S)-5-methyloxazolidin-2-one). Yields the product O=S1(N(CCC1)C=1C=C(C=CC1C(=O)N1CCN(CC1)C1=NC=C(C=C1C)CC)N1C(O[C@H](C1)C)=O)=O ((S)-3-{3-(1,1-dioxoisothiazolidin-2-yl)-4-[4-(5-ethyl-3-methylpyridin-2-yl)piperazine-1-carbonyl]phenyl}-5-methyloxazolidin-2-one). Isolated yield 82.9%. RXN SMILES: Br[C:2]1[CH:7]=[CH:6][C:5]([C:8]([N:10]2[CH2:15][CH2:14][N:13]([C:16]3[C:21]([CH3:22])=[CH:20][C:19]([CH2:23][CH3:24])=[CH:18][N:17]=3)[CH2:12][CH2:11]2)=[O:9])=[C:4]([N:25]2[CH2:29][CH2:28][CH2:27][S:26]2(=[O:31])=[O:30])[CH:3]=1.[CH3:32][C@@H:33]1[O:37][C:36](=[O:38])[NH:35][CH2:34]1>>[O:30]=[S:26]1(=[O:31])[CH2:27][CH2:28][CH2:29][N:25]1[C:4]1[CH:3]=[C:2]([N:35]2[CH2:34][C@H:33]([CH3:32])[O:37][C:36]2=[O:38])[CH:7]=[CH:6][C:5]=1[C:8]([N:10]1[CH2:15][CH2:14][N:13]([C:16]2[C:21]([CH3:22])=[CH:20][C:19]([CH2:23][CH3:24])=[CH:18][N:17]=2)[CH2:12][CH2:11]1)=[O:9]. Procedure: By reaction and treatment in the same manner as in Example 149 and using [4-bromo-2-(1,1-dioxoisothiazolidin-2-yl)phenyl][4-(5-ethyl-3-methylpyridin-2-yl)piperazin-1-yl]methanone (507 mg) described in Preparation Example 180 and (S)-5-methyloxazolidin-2-one (121 mg) described in Preparation Example 42, the title compound (437 mg) was obtained. Reaction SMILES: Cl[C:2]1[CH:3]=[C:4]([CH:9]=[C:10]([S:12]([CH3:15])(=[O:14])=[O:13])[CH:11]=1)[C:5]([O:7]C)=[O:6].[Br-].[CH:17]1([Zn+])[CH2:19][CH2:18]1.CN1CCN(C)C1=O.[NH4+].[Cl-]>C1COCC1.CCOC(C)=O>[CH:17]1([C:2]2[CH:3]=[C:4]([CH:9]=[C:10]([S:12]([CH3:15])(=[O:14])=[O:13])[CH:11]=2)[C:5]([OH:7])=[O:6])[CH2:19][CH2:18]1 |f:1.2,4.5|. Starting materials: ClC=1C=C(C(=O)OC)C=C(C1)S(=O)(=O)C (methyl 3-chloro-5-(methylsulfonyl)benzoate), PEPPSI-IPr, [Br-].C1(CC1)[Zn+] (cyclopropylzinc(II) bromide), CN1C(N(CC1)C)=O (1,3-dimethyl-2-imidazolidinone), [Br-].C1(CC1)[Zn+] (cyclopropylzinc(II) bromide), [NH4+].[Cl-] (NH4Cl). Reported procedure: To a solution of methyl 3-chloro-5-(methylsulfonyl)benzoate (1.32 g, 5.31 mmol) in THF (15 mL) were added PEPPSI-IPr (72.1 mg, 106 μmol, CAS RN 905459-27-0), cyclopropylzinc(II) bromide (0.5 M solution in THF, 25.5 mL, 12.7 mmol) and 1,3-dimethyl-2-imidazolidinone (3 mL) and the reaction mixture was heated to reflux for 22 hours before another batch of cyclopropylzinc(II) bromide (0.5 M solution in THF, 12.7 mL, 6.37 mmol) was added. Stirring at reflux was continued for 22 hours. The reaction mi... Conditions: time 22 hour. The solvent is C1CCOC1 (THF), CCOC(=O)C (EtOAc). Product: C1(CC1)C=1C=C(C(=O)O)C=C(C1)S(=O)(=O)C (3-Cyclopropyl-5-methanesulfonyl-benzoic acid). Reactants: Cc1cc(CC#N)ccc1NC(=O)OC(C)(C)C, O=C([O-])O, ClCCl, [Na+], O=C(O)C(F)(F)F. Yields the product Cc1cc(CC#N)ccc1N. As a reaction SMILES: [C:1]([O:2][C:3](=[O:4])[NH:7][c:8]1[c:9]([CH3:17])[cH:10][c:11]([CH2:14][C:15]#[N:16])[cH:12][cH:13]1)([CH3:5])([CH3:6])[CH3:18].[C:26](=[O:27])([OH:28])[O-:29].[CH2:31]([Cl:32])[Cl:33].[Na+:30].[OH:19][C:20]([C:21]([F:22])([F:23])[F:24])=[O:25]>>[NH2:7][c:8]1[c:9]([CH3:17])[cH:10][c:11]([CH2:14][C:15]#[N:16])[cH:12][cH:13]1. Reactants: FC1(C[C@@H](CC1)[C@](C(=O)OC1CCN(CC1)CC)(C1=CC=C(C=C1)Cl)O)F (1-ethylpiperidin-4-yl (2R)-((1R)-3,3-difluorocyclopentyl)-2-hydroxy-2-(4-chlorophenyl)-ethanoate), C(C)I (ethyl iodide). Run at temperature 70 celsius, time 12 hour. Yields the product [I-].FC1(C[C@@H](CC1)[C@](C(=O)OC1CC[N+](CC1)(CC)CC)(C1=CC=C(C=C1)Cl)O)F (4-(((2R)-2-((1R)-3,3-difluorocyclopentyl)-2-hydroxy-2-(4-chlorophenyl)ethanoyl)oxy)-1,1-diethylpiperidinium iodide). Reaction SMILES: [F:1][C:2]1([F:27])[CH2:6][CH2:5][C@@H:4]([C@@:7]([OH:26])([C:19]2[CH:24]=[CH:23][C:22]([Cl:25])=[CH:21][CH:20]=2)[C:8]([O:10][CH:11]2[CH2:16][CH2:15][N:14]([CH2:17][CH3:18])[CH2:13][CH2:12]2)=[O:9])[CH2:3]1.[CH2:28]([I:30])[CH3:29]>>[I-:30].[F:27][C:2]1([F:1])[CH2:6][CH2:5][C@@H:4]([C@@:7]([OH:26])([C:19]2[CH:20]=[CH:21][C:22]([Cl:25])=[CH:23][CH:24]=2)[C:8]([O:10][CH:11]2[CH2:16][CH2:15][N+:14]([CH2:28][CH3:29])([CH2:17][CH3:18])[CH2:13][CH2:12]2)=[O:9])[CH2:3]1 |f:2.3|. Reported procedure: A solution formed by dissolving 1-ethylpiperidin-4-yl (2R)-((1R)-3,3-difluorocyclopentyl)-2-hydroxy-2-(4-chlorophenyl)-ethanoate in 1 ml of ethyl iodide at room temperature was stirred for 12 hours at 70° C. Excessive reagent was distilled off under reduced pressure, and the residue was purified on preparative thin layer chromatography (Aluminiumoxide™60F254, Art5713 (Merck), chloroform/methanol=3/1) to provide 14 mg of the title compound as a colorless solid. Reactants: Cc1noc(N)c1Br, C1CCOC1, CC(C)c1sc2ccccc2c1S(=O)(=O)Cl, [H-], [Na+]. Yields the product Cc1noc(NS(=O)(=O)c2c(C(C)C)sc3ccccc23)c1Br. RXN SMILES: [Br:1][c:2]1[c:3]([CH3:8])[n:4][o:5][c:6]1[NH2:7].[CH2:27]1[O:28][CH2:29][CH2:30][CH2:31]1.[CH:11]([CH3:12])([CH3:13])[c:14]1[c:15]([S:23](=[O:24])(=[O:25])[Cl:26])[c:16]2[c:17]([s:18]1)[cH:19][cH:20][cH:21][cH:22]2.[H-:10].[Na+:9]>>[Br:1][c:2]1[c:3]([CH3:8])[n:4][o:5][c:6]1[NH:7][S:23]([c:15]1[c:14]([CH:11]([CH3:12])[CH3:13])[s:18][c:17]2[c:16]1[cH:22][cH:21][cH:20][cH:19]2)(=[O:24])=[O:25]. As a reaction SMILES: [CH3:1][O:2][C:3]([CH2:5][CH:6]([CH2:12][C:13]([O:15][CH3:16])=[O:14])[CH2:7][C:8]([O:10][CH3:11])=[O:9])=[O:4].C1CCCCC1.C([N-]C(C)C)(C)C.[Li+].Br[CH2:32][C:33]([O:35][CH2:36][C:37]1[CH:42]=[CH:41][CH:40]=[CH:39][CH:38]=1)=[O:34].[Cl-].[NH4+]>O1CCCC1.CN(C)P(N(C)C)(N(C)C)=O>[CH3:16][O:15][C:13]([CH:12]([CH:6]([CH2:7][C:8]([O:10][CH3:11])=[O:9])[CH2:5][C:3]([O:2][CH3:1])=[O:4])[CH2:32][C:33]([O:35][CH2:36][C:37]1[CH:42]=[CH:41][CH:40]=[CH:39][CH:38]=1)=[O:34])=[O:14] |f:1.2.3,5.6|. Product: COC(=O)C(CC(=O)OCC1=CC=CC=C1)C(CC(=O)OC)CC(=O)OC (1-benzyl 6-methyl 3-methoxycarbonyl-4-methoxycarbonylmethyladipate). Yield: 56.5%. Reactants: BrCC(=O)OCC1=CC=CC=C1 (benzyl bromoacetate), [Cl-].[NH4+] (ammonium chloride), COC(=O)CC(CC(=O)OC)CC(=O)OC (dimethyl 3-methoxycarbonylmethylglutarate), C1CCCCC1.C(C)(C)[N-]C(C)C.[Li+] (lithium diisopropylamide cyclohexane). Run in O1CCCC1 (tetrahydrofuran), CN(P(=O)(N(C)C)N(C)C)C (hexamethylphosphoramide), O1CCCC1 (tetrahydrofuran). Reaction conditions: time 1.5 hour. Procedure: To 5 ml of a tetrahydrofuran solution containing 600 mg of dimethyl 3-methoxycarbonylmethylglutarate, 1.36 ml of a 1.5M lithium diisopropylamide cyclohexane solution and 0.54 ml of hexamethylphosphoramide were dropwise added at -78° C. under a nitrogen atmosphere, followed by stirring at the same temperature for 1.5 hours. Then, a tetrahydrofuran solution containing 620 mg of benzyl bromoacetate was added thereto, followed by further stirring for one hour. The reaction solution was warmed to roo... The reactants are CO, COC(=O)c1ccc(C(=O)Nc2cc(NC(=O)CCC3CCCCC3)ccc2C)cc1, [Na+], [OH-], O. Yields the product Cc1ccc(NC(=O)CCC2CCCCC2)cc1NC(=O)c1ccc(C(=O)O)cc1. As a reaction SMILES: [CH3:34][OH:35].[CH:3]1([CH2:9][CH2:10][C:11](=[O:12])[NH:13][c:14]2[cH:15][cH:16][c:17]([CH3:33])[c:18]([NH:20][C:21]([c:22]3[cH:23][cH:24][c:25]([C:28](=[O:29])[O:30][CH3:31])[cH:26][cH:27]3)=[O:32])[cH:19]2)[CH2:4][CH2:5][CH2:6][CH2:7][CH2:8]1.[Na+:2].[OH-:1].[OH2:36]>>[CH:3]1([CH2:9][CH2:10][C:11](=[O:12])[NH:13][c:14]2[cH:15][cH:16][c:17]([CH3:33])[c:18]([NH:20][C:21]([c:22]3[cH:23][cH:24][c:25]([C:28](=[O:29])[OH:30])[cH:26][cH:27]3)=[O:32])[cH:19]2)[CH2:4][CH2:5][CH2:6][CH2:7][CH2:8]1.